From a dataset of the Open Reaction Database (ORD), a public repository of structured organic reaction records. describe an organic reaction: reactants, conditions, products, and yield Reactants: C(=O)C1=CC=C(OC2=NC=C(C(=O)N)C=C2)C=C1 (6-(4-Formyl-phenoxy)-nicotinamide), ( Å ), [BH4-].[Na+] (sodium borohydride), C(C1=CC=CC=C1)N (benzylamine), 3. Solvent: CO (methanol). Reaction conditions: time 18 hour. The product is C(C1=CC=CC=C1)NCC1=CC=C(OC2=NC=C(C(=O)N)C=C2)C=C1 (6-[4-(Benzylamino-methyl)-phenoxy]-nicotinamide). As a reaction SMILES: [CH:1]([C:3]1[CH:18]=[CH:17][C:6]([O:7][C:8]2[CH:16]=[CH:15][C:11]([C:12]([NH2:14])=[O:13])=[CH:10][N:9]=2)=[CH:5][CH:4]=1)=O.[CH2:19]([NH2:26])[C:20]1[CH:25]=[CH:24][CH:23]=[CH:22][CH:21]=1.[BH4-].[Na+]>CO>[CH2:19]([NH:26][CH2:1][C:3]1[CH:18]=[CH:17][C:6]([O:7][C:8]2[CH:16]=[CH:15][C:11]([C:12]([NH2:14])=[O:13])=[CH:10][N:9]=2)=[CH:5][CH:4]=1)[C:20]1[CH:25]=[CH:24][CH:23]=[CH:22][CH:21]=1 |f:2.3|. Procedure details: Combine 6-(4-Formyl-phenoxy)-nicotinamide (0.097 g, 0.4 mmol) in 5 mL of methanol with benzylamine (0.4 mmol), and 1 g of 3 {acute over (Å)} molecular sieves. Stir for 18 h. Add sodium borohydride (0.076 g, 2 mmol), and stir for 18 h. Flush the reactions down through a 5 g SCX column, first wash with 1:1 chloroform/methanol, then collect washes with 1:1 chloroform/2 M ammonia in methanol. Adsorb the collected material on silica, then purify via a ISCO® Combiflash 16× system (use a 10 g silica ca... Reactants: C(OCC1=CC=C(C=C1)OCC)(=O)Cl (4-ethoxybenzyl carbonochloridate), C(#N)C1=CC=C(C=C1)N1C[C@H](CCC1)N[C@H]1[C@@H](CCCC1)NC(CC1=CN(C2=CC=CC=C12)C)=O (N-((1R,2R)-2-((S)-1-(4-Cyanophenyl)piperidin-3-ylamino)cyclohexyl)-2-(1-methyl-1H-indol-3-yl)acetamide), C(#N)C1=CC=C(C=C1)N1C[C@H](CCC1)N[C@H]1[C@@H](CCCC1)NC(CC1=CN(C2=CC=CC=C12)C)=O (N-((1R,2R)-2-((S)-1-(4-Cyanophenyl)piperidin-3-ylamino)cyclohexyl)-2-(1-methyl-1H-indol-3-yl)acetamide). The product is C(#N)C1=CC=C(C=C1)N1C[C@H](CCC1)N[C@H]1[C@@H](CCCC1)NC(OCC1=CC=C(C=C1)OCC)=O (4-Ethoxybenzyl (1R,2R)-2-((S)-1-(4-cyanophenyl)piperidin-3-ylamino)cyclohexylcarbamate), pale yellow solid. Isolated yield 81.0%. Reaction SMILES: [C:1]([C:3]1[CH:8]=[CH:7][C:6]([N:9]2[CH2:14][CH2:13][CH2:12][C@H:11]([NH:15][C@@H:16]3[CH2:21][CH2:20][CH2:19][CH2:18][C@H:17]3[NH:22]C(=O)CC3C4C(=CC=CC=4)N(C)C=3)[CH2:10]2)=[CH:5][CH:4]=1)#[N:2].[C:36](Cl)(=[O:48])[O:37][CH2:38][C:39]1[CH:44]=[CH:43][C:42]([O:45][CH2:46][CH3:47])=[CH:41][CH:40]=1>>[C:1]([C:3]1[CH:8]=[CH:7][C:6]([N:9]2[CH2:14][CH2:13][CH2:12][C@H:11]([NH:15][C@@H:16]3[CH2:21][CH2:20][CH2:19][CH2:18][C@H:17]3[NH:22][C:36](=[O:48])[O:37][CH2:38][C:39]3[CH:44]=[CH:43][C:42]([O:45][CH2:46][CH3:47])=[CH:41][CH:40]=3)[CH2:10]2)=[CH:5][CH:4]=1)#[N:2]. Procedure: 4-Ethoxybenzyl (1R,2R)-2-((S)-1-(4-cyanophenyl)piperidin-3-ylamino)cyclohexylcarbamate was synthesized using 4-((S)-3-((1R,2R)-2-aminocyclohexylamino)piperidin-1-yl)benzonitrile (from intermediate D, Example 10) (50 mg, 0.17 mmol) and 4-ethoxybenzyl carbonochloridate (58.5 mg, 0.18 mmol) according to General Procedure H to give 65 mg (81%) of pale yellow solid. Anal. Calcd. for C28H36N4O3 m/z 476.3, found: 477.2 (M+H)+; 1H NMR (400 MHz, DMSO-d6) δ ppm 7.52 (d, J=8.9 Hz, 2H), 7.24 (d, J=8.4 Hz, 2... Reactants: CC(C)(C)OC(=O)N1CCN(c2ccc(Nc3ncc4ccc(N)nc4n3)cc2)CC1, O=C(c1ncc[nH]1)c1ncc[nH]1, CN(C)C=O, NC1CCCC1, [H-], [Na+], O. RXN SMILES: [C:1]([CH3:2])([CH3:3])([CH3:4])[O:5][C:6](=[O:7])[N:8]1[CH2:9][CH2:10][N:11]([c:14]2[cH:15][cH:16][c:17]([NH:20][c:21]3[n:22][cH:23][c:24]4[c:25]([n:26]3)[n:27][c:28]([NH2:31])[cH:29][cH:30]4)[cH:18][cH:19]2)[CH2:12][CH2:13]1.[C:34](=[O:35])([c:36]1[nH:37][cH:38][cH:39][n:40]1)[c:41]1[nH:42][cH:43][cH:44][n:45]1.[CH3:52][N:53]([CH3:54])[CH:55]=[O:56].[CH:46]1([NH2:51])[CH2:47][CH2:48][CH2:49][CH2:50]1.[H-:32].[Na+:33].[OH2:57]>>[C:1]([CH3:2])([CH3:3])([CH3:4])[O:5][C:6](=[O:7])[N:8]1[CH2:9][CH2:10][N:11]([c:14]2[cH:15][cH:16][c:17]([NH:20][c:21]3[n:22][cH:23][c:24]4[c:25]([n:26]3)[n:27][c:28]([NH:31][C:34](=[O:35])[NH:51][CH:46]3[CH2:47][CH2:48][CH2:49][CH2:50]3)[cH:29][cH:30]4)[cH:18][cH:19]2)[CH2:12][CH2:13]1. The product is CC(C)(C)OC(=O)N1CCN(c2ccc(Nc3ncc4ccc(NC(=O)NC5CCCC5)nc4n3)cc2)CC1. The reactants are reagents, CN1CCC=2NC=3C=CC(=CC3C2CC1)C (3,9-dimethyl-1,2,3,4,5,6-hexahydroazepino[4,5-b]indole), BrC=C(C)C1=CC(=CC=C1)F (1-(1-bromoprop-1-en-2-yl)-3-fluorobenzene), N1[C@H](C(=O)O)CCC1 (L-proline), [O-]P(=O)([O-])[O-].[K+].[K+].[K+] (potassium phosphate tribasic). Reagents/catalysts: [Cu]I (CuI). The solvent is CN(C)C=O (DMF). Product: FC=1C=C(C=CC1)\C(=C/N1C2=C(C=3C=C(C=CC13)C)CCN(CC2)C)\C ((Z)-6-(2-(3-fluorophenyl)prop-1-enyl)-3,9-dimethyl-1,2,3,4,5,6-hexahydroazepino[4,5-b]indole). As a reaction SMILES: [CH3:1][N:2]1[CH2:15][CH2:14][C:13]2[C:12]3[CH:11]=[C:10]([CH3:16])[CH:9]=[CH:8][C:7]=3[NH:6][C:5]=2[CH2:4][CH2:3]1.Br[CH:18]=[C:19]([C:21]1[CH:26]=[CH:25][CH:24]=[C:23]([F:27])[CH:22]=1)[CH3:20].N1CCC[C@H]1C(O)=O.[O-]P([O-])([O-])=O.[K+].[K+].[K+]>CN(C=O)C.[Cu]I>[F:27][C:23]1[CH:22]=[C:21](/[C:19](/[CH3:20])=[CH:18]\[N:6]2[C:7]3[CH:8]=[CH:9][C:10]([CH3:16])=[CH:11][C:12]=3[C:13]3[CH2:14][CH2:15][N:2]([CH3:1])[CH2:3][CH2:4][C:5]2=3)[CH:26]=[CH:25][CH:24]=1 |f:3.4.5.6|. Procedure: A mixture of 3,9-dimethyl-1,2,3,4,5,6-hexahydroazepino[4,5-b]indole (234 mg, 1 mmol), 1-(1-bromoprop-1-en-2-yl)-3-fluorobenzene (258 mg, 1.2 mmol), L-proline (23 mg, 0.2 mmol), CuI (19 mg, 0.1 mmol) and potassium phosphate tribasic (424 mg, 2 mmol) in DMF was stirred at RT and purged with nitrogen. The reaction mixture was heated at 85° C. overnight. An additional 1 eq. of reagents was added and the mixture heated for an additional 24 h. The DMF was evaporated and the residue was poured into wat... The reactants are COc1cc2c(cc1OC)C(Cc1ccccc1)NCC2, COc1ccc(CC(=O)Cl)cc1, O=C(Cl)Cc1ccccc1. Yields the product COc1ccc(CC2NCCc3cc(OC)c(OC)cc32)cc1. RXN SMILES: [CH2:1]([c:2]1[cH:3][cH:4][cH:5][cH:6][cH:7]1)[CH:8]1[NH:9][CH2:10][CH2:11][c:12]2[cH:13][c:14]([O:20][CH3:21])[c:15]([O:18][CH3:19])[cH:16][c:17]21.[CH3:22][O:23][c:24]1[cH:25][cH:26][c:27]([CH2:28][C:29]([Cl:30])=[O:31])[cH:32][cH:33]1.[c:34]1([CH2:35][C:36]([Cl:37])=[O:38])[cH:39][cH:40][cH:41][cH:42][cH:43]1>>[CH2:1]([c:2]1[cH:3][cH:4][c:5]([O:23][CH3:22])[cH:6][cH:7]1)[CH:8]1[NH:9][CH2:10][CH2:11][c:12]2[cH:13][c:14]([O:20][CH3:21])[c:15]([O:18][CH3:19])[cH:16][c:17]21. Reactants: C(C)(CC)[Li] (sec-butyllithium), C1CCN2C[C@@H]3C[C@H]([C@H]2C1)CN4[C@H]3CCCC4 ((-)-sparteine), CCOCC (ether), C(C)(C)N(C(OCC1(CCCCC1)O)=O)C(C)C ((1-Hydroxycyclohexyl)methyl N,N-diisopropylcarbamate), formula II, CCOCC (ether), CI (methyl iodide), CCOCC (ether), Cl (HCl), CCOCC (ether). The solvent is C1CCCCC1.CCC(C)C (cyclohexane isopentane). Run at temperature -78 celsius, time 10 minute. Product: CC1(OCC(N1C(=O)O[C@H](CCCCCC)C)(C)C)C ((S)-(+)-(1-Methylheptyl) 2,2,4,4-tetramethyl-1,3-oxazolidine-3-carboxylate). Isolated yield 87.0%. As a reaction SMILES: C([Li])(CC)C.C1C[C@H]2N(C[C@H:11]3[C@@H:18]4[CH2:19][CH2:20][CH2:21][CH2:22]N4C[C@@H:13]2[CH2:12]3)CC1.[CH:23]([N:26]([CH:38]([CH3:40])[CH3:39])[C:27](=[O:37])[O:28]CC1(O)CCCCC1)([CH3:25])[CH3:24].CI.Cl.C[CH2:45][O:46]CC>C1CCCCC1.CCC(C)C>[CH3:25][C:23]1([CH3:24])[N:26]([C:27]([O:28][C@@H:21]([CH3:22])[CH2:20][CH2:19][CH2:18][CH2:11][CH2:12][CH3:13])=[O:37])[C:38]([CH3:39])([CH3:40])[CH2:45][O:46]1 |f:6.7|. Procedure details: 2.8 mmol of a 1.4M sec-butyllithium solution in cyclohexane/isopentane were added to a solution, cooled to -78° C., of 680 mg (2.8 mmol) of (-)-sparteine in 8 ml of anhydrous ether. After stirring at -78° C. for 10 min, a solution of 543 mg (2.0 mmol) of the carbamate from Example 1 of the formula II in 2 ml of ether was added dropwise and the reaction mixture was stirred at -78° C. for 4 hours. After addition of 426 mg (3.0 mmol) of methyl iodide in 2 ml of ether, the reaction was subsequently ... Reactants: O1CCN(CC1)CCO (2-morpholinoethanol), C1=C(C=CC2=CC=CC=C12)C(=O)Cl (2-naphthoyl chloride). Yields the product C1=C(C=CC2=CC=CC=C12)C(=O)OCCN1CCOCC1 (2-morpholinoethyl 2-naphthalenecarboxylate). Isolated yield 95.0%. Reaction SMILES: [O:1]1[CH2:6][CH2:5][N:4]([CH2:7][CH2:8][OH:9])[CH2:3][CH2:2]1.[CH:10]1[C:19]2[C:14](=[CH:15][CH:16]=[CH:17][CH:18]=2)[CH:13]=[CH:12][C:11]=1[C:20](Cl)=[O:21]>>[CH:10]1[C:19]2[C:14](=[CH:15][CH:16]=[CH:17][CH:18]=2)[CH:13]=[CH:12][C:11]=1[C:20]([O:9][CH2:8][CH2:7][N:4]1[CH2:5][CH2:6][O:1][CH2:2][CH2:3]1)=[O:21]. Reported procedure: The procedure of Synthesis Example 1 was repeated except that 2-morpholinoethanol was used instead of the triethanolamine, and 2-naphthoyl chloride was used instead of the benzoyl chloride, to give 2-morpholinoethyl 2-naphthalenecarboxylate in a yield of 95%. Reactants: CC=1SC(=C(N1)C)CO ((2,4-dimethyl-1,3-thiazol-5-yl)methanol). Reagents/catalysts: [O-2].[O-2].[Mn+4] (manganese dioxide), [O-2].[O-2].[Mn+4] (manganese dioxide). Run in C1CCOC1 (THF). Conditions: time 3 hour. Product: CC=1SC(=C(N1)C)C=O (2,4-dimethyl-1,3-thiazole-5-carbaldehyde). The yield is 32.5%. Reaction SMILES: [CH3:1][C:2]1[S:3][C:4]([CH2:8][OH:9])=[C:5]([CH3:7])[N:6]=1>C1COCC1.[O-2].[O-2].[Mn+4]>[CH3:1][C:2]1[S:3][C:4]([CH:8]=[O:9])=[C:5]([CH3:7])[N:6]=1 |f:2.3.4|. Reported procedure: In THF (20 ml) was dissolved (2,4-dimethyl-1,3-thiazol-5-yl)methanol (1.0 g). To the solution was added active manganese dioxide (6.0 g), and the mixture was stirred at room temperature for 3 hours. To the mixture was added active manganese dioxide (3.0 g), and the mixture was stirred at room temperature for 1 hour. The mixture was filtered with Celite and washed with methanol. The solvent was removed under reduced pressure, and the resulting residue was purified with silica gel column chromatog... Reactants: Cc1cc(Cl)ccc1Br, CC(C)(C)OC(=O)N(Cc1cc(Cl)ccc1Br)C(=O)OC(C)(C)C, O=C(OOC(=O)c1ccccc1)c1ccccc1, ClC(Cl)(Cl)Cl, O=C1CCC(=O)N1Br. Product: Clc1ccc(Br)c(CBr)c1. RXN SMILES: [Br:25][c:26]1[cH:27][cH:28][c:29]([Cl:30])[cH:31][c:32]1[CH3:33].[C:1]([O:2][C:3]([N:4]([C:5]([O:6][C:7]([CH3:8])([CH3:9])[CH3:10])=[O:11])[CH2:16][c:17]1[c:18]([Br:24])[cH:19][cH:20][c:21]([Cl:23])[cH:22]1)=[O:12])([CH3:13])([CH3:14])[CH3:15].[C:42]([O:43][O:44][C:45](=[O:46])[c:47]1[cH:48][cH:49][cH:50][cH:51][cH:52]1)(=[O:53])[c:54]1[cH:55][cH:56][cH:57][cH:58][cH:59]1.[Cl:60][C:61]([Cl:62])([Cl:63])[Cl:64].[O:34]=[C:35]1[N:36]([Br:37])[C:38](=[O:39])[CH2:40][CH2:41]1>>[CH2:16]([c:17]1[c:18]([Br:24])[cH:19][cH:20][c:21]([Cl:23])[cH:22]1)[Br:25].